This data is from the Open Reaction Database (ORD), a public repository of structured organic reaction records. The task is: describe an organic reaction: reactants, conditions, products, and yield Starting materials: FC1=C(C=C2C=NN(C2=C1)C)C(C)C1=CN=C2N1N=C(C=C2)C(C)=O (1-(3-(1-(6-fluoro-1-methyl-1H-indazol-5-yl)ethyl)imidazo[1,2-b]pyridazin-6-yl)ethanone), Cl.N(N)C(=O)N (hydrazinecarboxamide hydrochloride). Run in CO (MeOH). Run at temperature 35 celsius, time 5 hour. Yields the product FC1=C(C=C2C=NN(C2=C1)C)C(C)C1=CN=C2N1N=C(C=C2)\C(\C)=N\NC(=O)N ((E)-2-(1-(3-(1-(6-fluoro-1-methyl-1H-indazol-5-yl)ethyl)imidazo[1,2-b]pyridazin-6-yl)ethylidene)hydrazinecarboxamide). Yield: 34.1%. RXN SMILES: [F:1][C:2]1[CH:10]=[C:9]2[C:5]([CH:6]=[N:7][N:8]2[CH3:11])=[CH:4][C:3]=1[CH:12]([C:14]1[N:18]2[N:19]=[C:20]([C:23](=O)[CH3:24])[CH:21]=[CH:22][C:17]2=[N:16][CH:15]=1)[CH3:13].Cl.[NH:27]([C:29]([NH2:31])=[O:30])[NH2:28]>CO>[F:1][C:2]1[CH:10]=[C:9]2[C:5]([CH:6]=[N:7][N:8]2[CH3:11])=[CH:4][C:3]=1[CH:12]([C:14]1[N:18]2[N:19]=[C:20](/[C:23](=[N:28]/[NH:27][C:29]([NH2:31])=[O:30])/[CH3:24])[CH:21]=[CH:22][C:17]2=[N:16][CH:15]=1)[CH3:13] |f:1.2|. Procedure details: To a solution of 1-(3-(1-(6-fluoro-1-methyl-1H-indazol-5-yl)ethyl)imidazo[1,2-b]pyridazin-6-yl)ethanone (35 mg, 0.104 mmol) in MeOH (4 mL), was added hydrazinecarboxamide hydrochloride (28.9 mg, 0.259 mmol). The reaction mixture was heated to 35° C. After stirring for 5 h, the solvent was removed and DCM was added to dilute the residue. The resulting mixture was then washed with brine, dried over Na2SO4, and concentrated in vacuo to give (E)-2-(1-(3-(1-(6-fluoro-1-methyl-1H-indazol-5-yl)ethyl)im... The reactants are Brc1cncnc1, Cc1ccc(N)c(C(=O)Nc2nc(C3CC3)cs2)n1, [Pd]. Product: Cc1ccc(Nc2cncnc2)c(C(=O)Nc2nc(C3CC3)cs2)n1. Reaction SMILES: [Br:20][c:21]1[cH:22][n:23][cH:24][n:25][cH:26]1.[CH:1]1([c:4]2[n:5][c:6]([NH:9][C:10](=[O:11])[c:12]3[n:13][c:14]([CH3:19])[cH:15][cH:16][c:17]3[NH2:18])[s:7][cH:8]2)[CH2:2][CH2:3]1.[Pd:27]>>[CH:1]1([c:4]2[n:5][c:6]([NH:9][C:10](=[O:11])[c:12]3[n:13][c:14]([CH3:19])[cH:15][cH:16][c:17]3[NH:18][c:21]3[cH:22][n:23][cH:24][n:25][cH:26]3)[s:7][cH:8]2)[CH2:2][CH2:3]1. Reactants: ClC1=C(C(=O)N=C=O)C(=CC=C1)Cl (2,6-dichlorobenzoyl isocyanate), FC(C=1C=CC(=NC1)N)(F)F (5-trifluoromethyl-2-aminopyridine). The solvent is C(C)(=O)OCC (ethyl acetate). Yields the product ClC1=C(C(=O)NC(=O)NC2=NC=C(C=C2)C(F)(F)F)C(=CC=C1)Cl (1-(2,6-DICHLOROBENZOYL)-3-(5-TRIFLUOROMETHYL-2-PYRIDINYL)UREA). RXN SMILES: [Cl:1][C:2]1[CH:12]=[CH:11][CH:10]=[C:9]([Cl:13])[C:3]=1[C:4]([N:6]=[C:7]=[O:8])=[O:5].[F:14][C:15]([F:24])([F:23])[C:16]1[CH:17]=[CH:18][C:19]([NH2:22])=[N:20][CH:21]=1>C(OCC)(=O)C>[Cl:1][C:2]1[CH:12]=[CH:11][CH:10]=[C:9]([Cl:13])[C:3]=1[C:4]([NH:6][C:7]([NH:22][C:19]1[CH:18]=[CH:17][C:16]([C:15]([F:23])([F:14])[F:24])=[CH:21][N:20]=1)=[O:8])=[O:5]. Reported procedure: A 1.1 g. portion of 2,6-dichlorobenzoyl isocyanate and 0.8 g. of 5-trifluoromethyl-2-aminopyridine were mixed in 50 ml. of ethyl acetate at ambient temperature and stirred for 18 hours. The solvent was then evaporated and the product was recrystallized from ethanol to obtain 0.2 g. of the product named above, m.p. 228°-230° C. Elemental analysis showed: Starting materials: CN(C)C=O, O, O, Cl[Sn]Cl, O=C(c1ccc(NCc2ccoc2)c([N+](=O)[O-])c1)N(CC(F)(F)F)CC(F)(F)F. Yields the product Nc1cc(C(=O)N(CC(F)(F)F)CC(F)(F)F)ccc1NCc1ccoc1. Reaction SMILES: [O:35]=[CH:36][N:37]([CH3:38])[CH3:39].[OH2:30].[OH2:31].[Sn:32]([Cl:33])[Cl:34].[o:1]1[cH:2][c:3]([CH2:6][NH:7][c:8]2[c:9]([N+:27]([O-:28])=[O:29])[cH:10][c:11]([C:12](=[O:13])[N:14]([CH2:15][C:16]([F:17])([F:18])[F:19])[CH2:20][C:21]([F:22])([F:23])[F:24])[cH:25][cH:26]2)[cH:4][cH:5]1>>[o:1]1[cH:2][c:3]([CH2:6][NH:7][c:8]2[c:9]([NH2:27])[cH:10][c:11]([C:12](=[O:13])[N:14]([CH2:15][C:16]([F:17])([F:18])[F:19])[CH2:20][C:21]([F:22])([F:23])[F:24])[cH:25][cH:26]2)[cH:4][cH:5]1. The reactants are CN(C=O)C (N,N-dimethylformamide), O=C1N(CCC1(C1=CC=CC=C1)C1=CC=CC=C1)CC(=O)O (2-(2-oxo-3,3-diphenylpyrrolidin-1-yl)acetic acid), C(C(=O)Cl)(=O)Cl (oxalyl dichloride). Run in ClCCl (dichloromethane). Conditions: time 60 minute. The product is O=C1N(CCC1(C1=CC=CC=C1)C1=CC=CC=C1)CC(=O)Cl (2-(2-oxo-3,3-diphenylpyrrolidin-1-yl)acetyl chloride). Reaction SMILES: [O:1]=[C:2]1[C:6]([C:13]2[CH:18]=[CH:17][CH:16]=[CH:15][CH:14]=2)([C:7]2[CH:12]=[CH:11][CH:10]=[CH:9][CH:8]=2)[CH2:5][CH2:4][N:3]1[CH2:19][C:20]([OH:22])=O.CN(C)C=O.C(Cl)(=O)C([Cl:31])=O>ClCCl>[O:1]=[C:2]1[C:6]([C:13]2[CH:18]=[CH:17][CH:16]=[CH:15][CH:14]=2)([C:7]2[CH:12]=[CH:11][CH:10]=[CH:9][CH:8]=2)[CH2:5][CH2:4][N:3]1[CH2:19][C:20]([Cl:31])=[O:22]. Procedure: To a suspension of 2-(2-oxo-3,3-diphenylpyrrolidin-1-yl)acetic acid (1.477 g, 5.0 mmol; Example 1C) in dichloromethane (20 mL) was added catalytic amount of N,N-dimethylformamide followed by oxalyl dichloride (2.0 Min dichloromethane, 3.75 mL, 7.5 mmol). After stirring for 60 minutes, the reaction was concentrated, dried under high vacuum overnight. The resulting material was taken for further reactions without additional purification. Starting materials: COC=1C=C2CCOC(C2=CC1)=O (6-Methoxy-isochroman-1-one), C(C)(C)(C)OC(=O)N1CCN(CCC1)C1=C(C=C(C=C1)N)OC (4-(4-amino-2-methoxyphenyl)-[1,4]diazepane-1-carboxylic acid tert-butyl ester). The product is C(C)(C)(C)OC(=O)N1CCN(CCC1)C1=C(C=C(C=C1)N1C(C2=CC=C(C=C2CC1)OC)=O)OC (4-[2-Methoxy-4-(6-methoxy-1-oxo-3,4-dihydro-1H-isoquinolin-2-yl)-phenyl]-[1,4]diazepane-1-carboxylic acid tert-butyl ester). RXN SMILES: [CH3:1][O:2][C:3]1[CH:4]=[C:5]2[C:10](=[CH:11][CH:12]=1)[C:9](=[O:13])O[CH2:7][CH2:6]2.[C:14]([O:18][C:19]([N:21]1[CH2:27][CH2:26][CH2:25][N:24]([C:28]2[CH:33]=[CH:32][C:31]([NH2:34])=[CH:30][C:29]=2[O:35][CH3:36])[CH2:23][CH2:22]1)=[O:20])([CH3:17])([CH3:16])[CH3:15]>>[C:14]([O:18][C:19]([N:21]1[CH2:27][CH2:26][CH2:25][N:24]([C:28]2[CH:33]=[CH:32][C:31]([N:34]3[CH2:7][CH2:6][C:5]4[C:10](=[CH:11][CH:12]=[C:3]([O:2][CH3:1])[CH:4]=4)[C:9]3=[O:13])=[CH:30][C:29]=2[O:35][CH3:36])[CH2:23][CH2:22]1)=[O:20])([CH3:17])([CH3:16])[CH3:15]. Reported procedure: 6-Methoxy-isochroman-1-one and 4-(4-amino-2-methoxyphenyl)-[1,4]diazepane-1-carboxylic acid tert-butyl ester were reacted according to Method AC. In this way the product was obtained with molecular weight 481.60 (C27H35N3O5); MS (ESI): 482 (M+H+). Reactants: C(CCC)C1=NC=2C(=NC(=C(C2)N2C(N(CCC2)CC2=CC=CC=C2)=O)C)N1CC1=CC=C(C=C1)OC(C1=CC=CC=C1)C(=O)OCC (2-n-butyl-3-[4-[(α-ethoxycarbonyl)benzyloxy]benzyl]-5-methyl-6-(3-benzyl-3,4,5,6-tetrahydro-2(1H)-pyrimidinon-1-yl)-imidazo[4,5-b]pyridine), [OH-].[Na+] (sodium hydroxide). Run in C(C)O (ethanol). The product is C(CCC)C1=NC=2C(=NC(=C(C2)N2C(N(CCC2)CC2=CC=CC=C2)=O)C)N1CC1=CC=C(C=C1)OC(C1=CC=CC=C1)C(=O)O (2-n-Butyl-3-[4-[(α-carboxy)benzyloxy]benzyl]-5-methyl-6-(3-benzyl-3,4,5,6-tetrahydro-2(1H)-pyrimidinon-1-yl)imidazo[4,5-b]pyridine). RXN SMILES: [CH2:1]([C:5]1[N:28]([CH2:29][C:30]2[CH:35]=[CH:34][C:33]([O:36][CH:37]([C:44]([O:46]CC)=[O:45])[C:38]3[CH:43]=[CH:42][CH:41]=[CH:40][CH:39]=3)=[CH:32][CH:31]=2)[C:8]2=[N:9][C:10]([CH3:27])=[C:11]([N:13]3[CH2:18][CH2:17][CH2:16][N:15]([CH2:19][C:20]4[CH:25]=[CH:24][CH:23]=[CH:22][CH:21]=4)[C:14]3=[O:26])[CH:12]=[C:7]2[N:6]=1)[CH2:2][CH2:3][CH3:4].[OH-].[Na+]>C(O)C>[CH2:1]([C:5]1[N:28]([CH2:29][C:30]2[CH:31]=[CH:32][C:33]([O:36][CH:37]([C:44]([OH:46])=[O:45])[C:38]3[CH:39]=[CH:40][CH:41]=[CH:42][CH:43]=3)=[CH:34][CH:35]=2)[C:8]2=[N:9][C:10]([CH3:27])=[C:11]([N:13]3[CH2:18][CH2:17][CH2:16][N:15]([CH2:19][C:20]4[CH:25]=[CH:24][CH:23]=[CH:22][CH:21]=4)[C:14]3=[O:26])[CH:12]=[C:7]2[N:6]=1)[CH2:2][CH2:3][CH3:4] |f:1.2|. Procedure details: Prepared analogously to Example 1b from 2-n-butyl-3-[4-[(α-ethoxycarbonyl)benzyloxy]benzyl]-5-methyl-6-(3-benzyl-3,4,5,6-tetrahydro-2(1H)-pyrimidinon-1-yl)-imidazo[4,5-b]pyridine and 2N sodium hydroxide solution in ethanol. Starting materials: N1C=NC=C1 (imidazole), C1CCC2=NCCCN2CC1 (DBU), C1(=CC=CC=C1)CC(=O)Cl (phenylacetyl chloride), NC1=C(C(=NO1)C1=C(C(=CC=C1)F)F)C1=CC=NC=C1 (5-amino-3-(2,3-difluorophenyl)-4-(4-pyridyl)isoxazole), C1CCC2=NCCCN2CC1 (DBU). The solvent is C1CCOC1 (THF), O (water), C1CCOC1 (THF). Run at time 1.5 hour. The product is FC1=C(C=CC=C1F)C1=NOC(=C1C1=CC=NC=C1)NC(CC1=CC=CC=C1)=O (3-(2,3-Difluorophenyl)-5-(Phenylacetylamino)-4-(4-pyridyl)-isoxazole). Isolated yield 44.8%. RXN SMILES: N1C=CN=C1.C1CCN2C(=NCCC2)CC1.[C:17]1([CH2:23][C:24](Cl)=[O:25])[CH:22]=[CH:21][CH:20]=[CH:19][CH:18]=1.[NH2:27][C:28]1[O:32][N:31]=[C:30]([C:33]2[CH:38]=[CH:37][CH:36]=[C:35]([F:39])[C:34]=2[F:40])[C:29]=1[C:41]1[CH:46]=[CH:45][N:44]=[CH:43][CH:42]=1>C1COCC1.O>[F:40][C:34]1[C:35]([F:39])=[CH:36][CH:37]=[CH:38][C:33]=1[C:30]1[C:29]([C:41]2[CH:46]=[CH:45][N:44]=[CH:43][CH:42]=2)=[C:28]([NH:27][C:24](=[O:25])[CH2:23][C:17]2[CH:22]=[CH:21][CH:20]=[CH:19][CH:18]=2)[O:32][N:31]=1. Reported procedure: In 3 mL of THF, 68 mg of imidazole and 152 mg of DBU were dissolved, into which 155 mg of phenylacetyl chloride was dropped under cooling with ice and stirring, followed by 1.5 hours' stirring at room temperature. Then a solution of 137 mg of 5-amino-3-(2,3-difluorophenyl)-4-(4-pyridyl)isoxazole and 152 mg of DBU in 3 mL of THF was added dropwise, followed by 26 hours' stirring at room temperature. After addition of water, the reaction solution was extracted with ethyl acetate. The ethyl acetate... The reactants are ClC1=CC=C(C(=O)N(C2CC2)[C@@H]2CC[C@H](CC2)C2=CC=C(C=C2)CNC)C=C1 (trans-N-(4-chlorobenzoyl)-N-cyclopropyl-4-(4-methylaminomethylphenyl)cyclohexylamine), BrCCCO (3-bromo-1-propanol). The product is ClC1=CC=C(C(=O)N(C2CC2)[C@@H]2CC[C@H](CC2)C2=C(C=C(C=C2)CCCO)CNC)C=C1 (trans-N-(4-chlorobenzoyl)-N-cyclopropyl-4-[4-(3-hydroxypropyl)methylaminomethylphenyl]-cyclohexylamine). Reaction SMILES: [Cl:1][C:2]1[CH:28]=[CH:27][C:5]([C:6]([N:8]([C@H:12]2[CH2:17][CH2:16][C@H:15](C3C=CC(CNC)=CC=3)[CH2:14][CH2:13]2)[CH:9]2[CH2:11][CH2:10]2)=[O:7])=[CH:4][CH:3]=1.Br[CH2:30][CH2:31][CH2:32][OH:33]>>[Cl:1][C:2]1[CH:3]=[CH:4][C:5]([C:6]([N:8]([C@H:12]2[CH2:17][CH2:16][C@H:15]([C:4]3[CH:3]=[CH:2][C:28]([CH2:30][CH2:31][CH2:32][OH:33])=[CH:27][C:5]=3[CH2:6][NH:8][CH3:9])[CH2:14][CH2:13]2)[CH:9]2[CH2:10][CH2:11]2)=[O:7])=[CH:27][CH:28]=1. Procedure: from trans-N-(4-chlorobenzoyl)-N-cyclopropyl-4-(4-methylaminomethylphenyl)cyclohexylamine and 3-bromo-1-propanol. Melting point: 118°-123° C. Reactants: N#CC1CC(F)CN1C(=O)CNC12CCC(C(=O)O)(CC1)CC2, Nc1cccc(Cl)c1. The product is N#CC1CC(F)CN1C(=O)CNC12CCC(C(=O)Nc3cccc(Cl)c3)(CC1)CC2. As a reaction SMILES: [C:1](=[O:2])([OH:3])[C:4]12[CH2:5][CH2:6][C:7]([NH:12][CH2:13][C:14](=[O:15])[N:16]3[CH:17]([C:22]#[N:23])[CH2:18][CH:19]([F:21])[CH2:20]3)([CH2:8][CH2:9]1)[CH2:10][CH2:11]2.[Cl:24][c:25]1[cH:26][c:27]([NH2:28])[cH:29][cH:30][cH:31]1>>[C:1](=[O:3])([C:4]12[CH2:5][CH2:6][C:7]([NH:12][CH2:13][C:14](=[O:15])[N:16]3[CH:17]([C:22]#[N:23])[CH2:18][CH:19]([F:21])[CH2:20]3)([CH2:8][CH2:9]1)[CH2:10][CH2:11]2)[NH:28][c:27]1[cH:26][c:25]([Cl:24])[cH:31][cH:30][cH:29]1.